This data is from the Open Reaction Database (ORD), a public repository of structured organic reaction records. The task is: describe an organic reaction: reactants, conditions, products, and yield The reactants are nitro, C(C)(C)(C)OC(N(CCOCCOC)CC=1C=NC(=CC1)C1=CC2=NC=CC(=C2S1)OC1=C(C=C(C=C1)[N+](=O)[O-])F)=O (tert-butyl(6-(7-(2-fluoro-4-nitrophenoxy)thieno[3,2-b]pyridin-2-yl)pyridin-3-yl)methyl(2-(2-methoxyethoxy)ethyl)carbamate), [Cl-].[NH4+] (ammonium chloride). The reagents and catalysts are [Fe] (iron). Solvent: CO (MeOH), O (water). The product is C(C)(C)(C)OC(N(CCOCCOC)CC=1C=NC(=CC1)C1=CC2=NC=CC(=C2S1)OC1=C(C=C(C=C1)N)F)=O (tert-butyl(6-(7-(4-amino-2-fluorophenoxy)thieno[3,2-b]pyridin-2-yl)pyridin-3-yl)methyl(2-(2-methoxyethoxy)ethyl)carbamate). RXN SMILES: [C:1]([O:5][C:6](=[O:42])[N:7]([CH2:15][C:16]1[CH:17]=[N:18][C:19]([C:22]2[S:30][C:29]3[C:24](=[N:25][CH:26]=[CH:27][C:28]=3[O:31][C:32]3[CH:37]=[CH:36][C:35]([N+:38]([O-])=O)=[CH:34][C:33]=3[F:41])[CH:23]=2)=[CH:20][CH:21]=1)[CH2:8][CH2:9][O:10][CH2:11][CH2:12][O:13][CH3:14])([CH3:4])([CH3:3])[CH3:2].[Cl-].[NH4+]>CO.O.[Fe]>[C:1]([O:5][C:6](=[O:42])[N:7]([CH2:15][C:16]1[CH:17]=[N:18][C:19]([C:22]2[S:30][C:29]3[C:24](=[N:25][CH:26]=[CH:27][C:28]=3[O:31][C:32]3[CH:37]=[CH:36][C:35]([NH2:38])=[CH:34][C:33]=3[F:41])[CH:23]=2)=[CH:20][CH:21]=1)[CH2:8][CH2:9][O:10][CH2:11][CH2:12][O:13][CH3:14])([CH3:4])([CH3:2])[CH3:3] |f:1.2|. Procedure: To nitro compound 328 (0.20 g, 0.33 mmol) in MeOH (75 mL) was added iron dust (0.37 g, 6.7 mmol) and ammonium chloride (0.089 g, 1.7 mmol) in water (5 mL). The resulting mixture was heated to reflux for 4 h, then cooled, filtered through celite and concentrated. The residue was partitioned between ethyl acetate and water, washed with brine, dried over anhydrous magnesium sulfate, filtered, and concentrated. The product 329 (0.18 g, 95%) was used crude in the next step. LRMS (M+H): 569.5 Reactants: FC1=CC=C(C=C1)[C@@H]1CC[C@@H](N1S(=O)(=O)C1=CC=C(C=C1)C)CCC(=O)N ((2R,5S)-3-[5-(4-Fluoro-phenyl)-1-(toluene-4-sulfonyl)-pyrrolidin-2-yl]-propionamide). The solvent is C(Cl)(Cl)Cl (chloroform). Product: FC1=CC=C(C=C1)[C@@H]1CC[C@H](N1S(=O)(=O)C1=CC=C(C=C1)C)CCCO ((2S,5S)-3-[5-(4-Fluoro-phenyl)-1-(toluene-4-sulfonyl)-pyrrolidin-2-yl]-propan-1-ol). RXN SMILES: [F:1][C:2]1[CH:7]=[CH:6][C:5]([C@H:8]2[N:12]([S:13]([C:16]3[CH:21]=[CH:20][C:19]([CH3:22])=[CH:18][CH:17]=3)(=[O:15])=[O:14])[C@@H:11]([CH2:23][CH2:24][C:25](N)=[O:26])[CH2:10][CH2:9]2)=[CH:4][CH:3]=1>C(Cl)(Cl)Cl>[F:1][C:2]1[CH:3]=[CH:4][C:5]([C@H:8]2[N:12]([S:13]([C:16]3[CH:17]=[CH:18][C:19]([CH3:22])=[CH:20][CH:21]=3)(=[O:15])=[O:14])[C@H:11]([CH2:23][CH2:24][CH2:25][OH:26])[CH2:10][CH2:9]2)=[CH:6][CH:7]=1. Procedure: The title compound, white solid, m.p. 96° C., [α]D20=−97.1° (c=1.0723 in chloroform) and MS: m/e=378.2 (M+H+)] was prepared in accordance with the general method of example 44 from (2S,5R)-3-[5-(4-fluoro-phenyl)-1-(toluene-4-sulfonyl)-pyrrolidin-2-yl]-propionic acid methyl ester [see example 59: colorless oil, [α]D20=−96.4° (c=1.0992 in chloroform) and MS: m/e=406.1 (M+H+)]. Starting materials: COCCCl, Cc1cc2c(C(F)(F)F)c(C#N)ccc2[nH]1. Yields the product COCCn1c(C)cc2c(C(F)(F)F)c(C#N)ccc21. RXN SMILES: [CH3:17][O:18][CH2:19][CH2:20][Cl:21].[CH3:1][c:2]1[nH:3][c:4]2[cH:5][cH:6][c:7]([C:15]#[N:16])[c:8]([C:11]([F:12])([F:13])[F:14])[c:9]2[cH:10]1>>[CH3:1][c:2]1[n:3]([CH2:20][CH2:19][O:18][CH3:17])[c:4]2[cH:5][cH:6][c:7]([C:15]#[N:16])[c:8]([C:11]([F:12])([F:13])[F:14])[c:9]2[cH:10]1. Reactants: COC(=O)CCS(=O)(=O)N1CC[NH2+]CC1, CC1CCC(N(C(=O)Nc2ncc(C=O)s2)C2CCCCC2)CC1, [Cl-]. Yields the product COC(=O)CCS(=O)(=O)N1CCN(Cc2cnc(NC(=O)N(C3CCCCC3)C3CCC(C)CC3)s2)CC1. As a reaction SMILES: [CH3:25][O:26][C:27](=[O:28])[CH2:29][CH2:30][S:31](=[O:32])(=[O:33])[N:34]1[CH2:35][CH2:36][NH2+:37][CH2:38][CH2:39]1.[CH:1]1([N:7]([C:8](=[O:9])[NH:10][c:11]2[s:12][c:13]([CH:16]=[O:17])[cH:14][n:15]2)[CH:18]2[CH2:19][CH2:20][CH:21]([CH3:24])[CH2:22][CH2:23]2)[CH2:2][CH2:3][CH2:4][CH2:5][CH2:6]1.[Cl-:40]>>[CH:1]1([N:7]([C:8](=[O:9])[NH:10][c:11]2[s:12][c:13]([CH2:16][N:37]3[CH2:36][CH2:35][N:34]([S:31]([CH2:30][CH2:29][C:27]([O:26][CH3:25])=[O:28])(=[O:32])=[O:33])[CH2:39][CH2:38]3)[cH:14][n:15]2)[CH:18]2[CH2:19][CH2:20][CH:21]([CH3:24])[CH2:22][CH2:23]2)[CH2:2][CH2:3][CH2:4][CH2:5][CH2:6]1. Reactants: COc1cccc(-c2c(C=CC(=O)Oc3ccc([N+](=O)[O-])cc3)ccc3ccc(OC)cc23)c1, C1CCOC1, NCCCCc1cccnc1. The product is COc1cccc(-c2c(C=CC(=O)NCCCCc3cccnc3)ccc3ccc(OC)cc23)c1. RXN SMILES: [N+:1]([c:2]1[cH:3][cH:4][c:5]([O:10][C:11](=[O:6])[CH:12]=[CH:13][c:14]2[c:15](-[c:26]3[cH:27][c:28]([O:32][CH3:33])[cH:29][cH:30][cH:31]3)[c:16]3[cH:17][c:18]([O:24][CH3:25])[cH:19][cH:20][c:21]3[cH:22][cH:23]2)[cH:7][cH:8]1)([O-:9])=[O:34].[O:46]1[CH2:47][CH2:48][CH2:49][CH2:50]1.[n:35]1[cH:36][c:37]([CH2:41][CH2:42][CH2:43][CH2:44][NH2:45])[cH:38][cH:39][cH:40]1>>[O:10]=[C:11]([CH:12]=[CH:13][c:14]1[c:15](-[c:26]2[cH:27][c:28]([O:32][CH3:33])[cH:29][cH:30][cH:31]2)[c:16]2[cH:17][c:18]([O:24][CH3:25])[cH:19][cH:20][c:21]2[cH:22][cH:23]1)[NH:45][CH2:44][CH2:43][CH2:42][CH2:41][c:37]1[cH:36][n:35][cH:40][cH:39][cH:38]1.